From a dataset of the Open Reaction Database (ORD), a public repository of structured organic reaction records. describe an organic reaction: reactants, conditions, products, and yield The reactants are [N+](=O)([O-])C1=CC=C(OC2=CC(=NC=C2)N)C=C1 (4-(4-Nitrophenoxy)pyridin-2-ylamine), N-dimethylformamide, solution, Cl.Cl.Cl.N1(CCC1)CCN1CCNCC1 (1-[2-(azetidin-1-yl)ethyl]piperazine trihydrochloride), ClC(=O)OC1=CC=CC=C1 (phenyl chloroformate). Run in O1CCCC1 (tetrahydrofuran), CO (methanol), C(C)N(CC)CC (triethylamine), C(C)N(CC)CC (Triethylamine). Reaction conditions: time 30 minute. Yields the product crude product, [N+](=O)([O-])C1=CC=C(OC2=CC(=NC=C2)NC(=O)N2CCN(CC2)CCN2CCC2)C=C1 (4-[2-(Azetidin-1-yl)ethyl]piperazine-1-carboxylic acid [4-(4-nitrophenoxy)pyridin-2-yl]amide). RXN SMILES: [N+:1]([C:4]1[CH:17]=[CH:16][C:7]([O:8][C:9]2[CH:14]=[CH:13][N:12]=[C:11]([NH2:15])[CH:10]=2)=[CH:6][CH:5]=1)([O-:3])=[O:2].Cl[C:19](OC1C=CC=CC=1)=[O:20].Cl.Cl.Cl.[N:31]1([CH2:35][CH2:36][N:37]2[CH2:42][CH2:41][NH:40][CH2:39][CH2:38]2)[CH2:34][CH2:33][CH2:32]1>O1CCCC1.CO.C(N(CC)CC)C>[N+:1]([C:4]1[CH:17]=[CH:16][C:7]([O:8][C:9]2[CH:14]=[CH:13][N:12]=[C:11]([NH:15][C:19]([N:40]3[CH2:39][CH2:38][N:37]([CH2:36][CH2:35][N:31]4[CH2:32][CH2:33][CH2:34]4)[CH2:42][CH2:41]3)=[O:20])[CH:10]=2)=[CH:6][CH:5]=1)([O-:3])=[O:2] |f:2.3.4.5|. Procedure: 4-(4-Nitrophenoxy)pyridin-2-ylamine (60 mg) was dissolved in tetrahydrofuran (3 ml) under a nitrogen atmosphere. Triethylamine (0.109 ml) and phenyl chloroformate (0.0975 ml) were added thereto while cooling in an ice water bath, followed by warming to room temperature and stirring for 30 min. The reaction mixture was partitioned between ethyl acetate (50 ml) and a saturated aqueous solution of sodium hydrogencarbonate (30 ml). The organic layer was washed with a saturated aqueous solution of so... The reactants are COC=1C(=CC2=C(C(C(CCO2)C(=O)OC)=O)C1)OC (methyl 7,8-dimethoxy-5-oxo-2,3,4,5-terahydro-1-benzoxepin-4-carboxylate), Cl (hydrochloric acid), Example 11, [BH4-].[Na+] (sodium borohydride). Solvent: C(Cl)Cl (methylene chloride), CO (methanol). Product: COC=1C(=CC2=C(C=C(CCO2)C(=O)O)C1)OC (7,8-dimethoxy-2,3-dihydro-1-benzoxepin-4carboxylic acid). As a reaction SMILES: [CH3:1][O:2][C:3]1[C:4]([O:19][CH3:20])=[CH:5][C:6]2[O:12][CH2:11][CH2:10][CH:9]([C:13]([O:15]C)=[O:14])[C:8](=O)[C:7]=2[CH:18]=1.[BH4-].[Na+].Cl>C(Cl)Cl.CO>[CH3:1][O:2][C:3]1[C:4]([O:19][CH3:20])=[CH:5][C:6]2[O:12][CH2:11][CH2:10][C:9]([C:13]([OH:15])=[O:14])=[CH:8][C:7]=2[CH:18]=1 |f:1.2|. Procedure: In a mixture of methylene chloride (60 ml) and methanol (80 ml) is dissolved methyl 7,8-dimethoxy-5-oxo-2,3,4,5-terahydro-1-benzoxepin-4-carboxylate obtained in Reference Example 11 (1.9 g). To the solution is added, while stirring, sodium borohydride (0.6 g) in limited amounts taking one hour. The reaction mixture is treated with dilute hydrochloric acid, followed by extraction with methylene chloride. The organic layer is washed with a small volume of a saturated aqueous saline solution, dried...